The task is: describe an organic reaction: reactants, conditions, products, and yield. This data is from the Open Reaction Database (ORD), a public repository of structured organic reaction records. Reactants: aqueous solution, C([C@@H]1[C@H]([C@@H]([C@H]([C@H](O1)O[C@]2([C@H]([C@@H]([C@H](O2)CO)O)O)CO)O)O)O)O (sucrose), C([C@@H]1[C@H]([C@@H]([C@H]([C@H](O1)O[C@@H]2[C@H](O[C@H]([C@@H]([C@H]2O)O)O)CO)O)O)O)O (SUNMALT-S), C([C@@H]1[C@H]([C@@H]([C@H]([C@H](O1)O[C@@H]2[C@H](O[C@H]([C@@H]([C@H]2O)O)O)CO)O)O)O)O (maltose). The product is C([C@@H]1[C@H]([C@@H]([C@H]([C@H](O1)OC[C@@H]2[C@H]([C@@H]([C@H]([C@H](O2)O[C@H]([C@@H](CO)O)[C@@H]([C@H](C=O)O)O)O)O)O)O)O)O)O (panose). As a reaction SMILES: [CH2:1]([OH:23])[C@H:2]1[O:7][C@H:6](O[C@]2(CO)O[C@H](CO)[C@@H](O)[C@@H]2O)[C@H:5]([OH:20])[C@@H:4]([OH:21])[C@@H:3]1[OH:22].[CH2:24]([OH:46])[C@H:25]1[O:30][C@H:29]([O:31][C@H:32]2[C@H:37]([OH:38])[C@@H:36]([OH:39])[C@H:35]([OH:40])[O:34][C@@H:33]2[CH2:41][OH:42])[C@H:28]([OH:43])[C@@H:27]([OH:44])[C@@H:26]1[OH:45]>>[CH2:1]([OH:23])[C@H:2]1[O:7][C@H:6]([O:46][CH2:24][C@H:25]2[O:30][C@H:29]([O:31][C@@H:32]([C@H:37]([OH:38])[C@@H:36]([OH:39])[CH:35]=[O:40])[C@H:33]([OH:34])[CH2:41][OH:42])[C@H:28]([OH:43])[C@@H:27]([OH:44])[C@@H:26]2[OH:45])[C@H:5]([OH:20])[C@@H:4]([OH:21])[C@@H:3]1[OH:22]. Reported procedure: A mixture containing 3 parts by weight of sucrose and 7 parts by weight of "SUNMALT-S®", a maltose powder commercialized by Hayashibara Co., Ltd., Okayama, Japan, was prepared into a 30% aqueous solution. In accordance with the method in Experiment 1-2, the resultant aqueous solution was subjected to the action of dextransucrase to obtain a panose-rich saccharide solution.